Dataset: the Open Reaction Database (ORD), a public repository of structured organic reaction records. Task: describe an organic reaction: reactants, conditions, products, and yield Reactants: BrB(Br)Br, COc1ccc(Cc2ccc(-c3ccccc3)s2)cc1. The product is Oc1ccc(Cc2ccc(-c3ccccc3)s2)cc1. Reaction SMILES: [B:21]([Br:22])([Br:23])[Br:24].[CH3:1][O:2][c:3]1[cH:4][cH:5][c:6]([CH2:7][c:8]2[s:9][c:10](-[c:13]3[cH:14][cH:15][cH:16][cH:17][cH:18]3)[cH:11][cH:12]2)[cH:19][cH:20]1>>[OH:2][c:3]1[cH:4][cH:5][c:6]([CH2:7][c:8]2[s:9][c:10](-[c:13]3[cH:14][cH:15][cH:16][cH:17][cH:18]3)[cH:11][cH:12]2)[cH:19][cH:20]1. Starting materials: CC(=O)O, CCOC(=O)CCCOc1ccc(C(=N)NS(=O)(=O)c2c(C)cc(OCCCC(=O)OCC(Cl)(Cl)Cl)c(C)c2C)cc1, O. The product is CCOC(=O)CCCOc1ccc(C(=N)NS(=O)(=O)c2c(C)cc(OCCCC(=O)O)c(C)c2C)cc1. RXN SMILES: [C:44]([OH:45])(=[O:46])[CH3:47].[CH2:1]([CH3:2])[O:3][C:4](=[O:5])[CH2:6][CH2:7][CH2:8][O:9][c:10]1[cH:11][cH:12][c:13]([C:14](=[NH:15])[NH:16][S:17](=[O:18])(=[O:19])[c:20]2[c:21]([CH3:40])[c:22]([CH3:39])[c:23]([O:27][CH2:28][CH2:29][CH2:30][C:31](=[O:32])[O:33][CH2:34][C:35]([Cl:36])([Cl:37])[Cl:38])[cH:24][c:25]2[CH3:26])[cH:41][cH:42]1.[OH2:43]>>[CH2:1]([CH3:2])[O:3][C:4](=[O:5])[CH2:6][CH2:7][CH2:8][O:9][c:10]1[cH:11][cH:12][c:13]([C:14](=[NH:15])[NH:16][S:17](=[O:18])(=[O:19])[c:20]2[c:21]([CH3:40])[c:22]([CH3:39])[c:23]([O:27][CH2:28][CH2:29][CH2:30][C:31](=[O:32])[OH:33])[cH:24][c:25]2[CH3:26])[cH:41][cH:42]1.